Task: describe an organic reaction: reactants, conditions, products, and yield. Dataset: the Open Reaction Database (ORD), a public repository of structured organic reaction records Reactants: CCO, CCOC(=O)c1c([N+](=O)[O-])ccc(OC)c1OC. The product is CCOC(=O)c1c(N)ccc(OC)c1OC. RXN SMILES: [CH3:19][CH2:20][OH:21].[CH3:1][O:2][c:3]1[c:4]([C:5](=[O:6])[O:7][CH2:8][CH3:9])[c:10]([N+:16]([O-:17])=[O:18])[cH:11][cH:12][c:13]1[O:14][CH3:15]>>[CH3:1][O:2][c:3]1[c:4]([C:5](=[O:6])[O:7][CH2:8][CH3:9])[c:10]([NH2:16])[cH:11][cH:12][c:13]1[O:14][CH3:15]. Reactants: FC1=C(CBr)C=CC=C1 (2-fluorobenzylbromide), crude product, [H-].[Na+] (sodium hydride), CC1=NC=CC(=C1)C(=O)C1=CNC2=CC=CC=C2C1=O (3-(2-methyl-pyridine-4-carbonyl)-1H-quinolin-4-one). The solvent is CN(C=O)C (dimethylformamide). Yields the product FC1=C(CN2C=C(C(C3=CC=CC=C23)=O)C(=O)C2=CC(=NC=C2)C)C=CC=C1 (1-(2-Fluoro-benzyl)-3-(2-methyl-pyridine-4-carbonyl)-1H-quinolin-4-one), colorless solid. Reaction SMILES: [H-].[Na+].[CH3:3][C:4]1[CH:9]=[C:8]([C:10]([C:12]2[C:21](=[O:22])[C:20]3[C:15](=[CH:16][CH:17]=[CH:18][CH:19]=3)[NH:14][CH:13]=2)=[O:11])[CH:7]=[CH:6][N:5]=1.[F:23][C:24]1[CH:31]=[CH:30][CH:29]=[CH:28][C:25]=1[CH2:26]Br>CN(C)C=O>[F:23][C:24]1[CH:31]=[CH:30][CH:29]=[CH:28][C:25]=1[CH2:26][N:14]1[C:15]2[C:20](=[CH:19][CH:18]=[CH:17][CH:16]=2)[C:21](=[O:22])[C:12]([C:10]([C:8]2[CH:7]=[CH:6][N:5]=[C:4]([CH3:3])[CH:9]=2)=[O:11])=[CH:13]1 |f:0.1|. Procedure details: Compound 4ee was prepared following the procedure outlined in Step 3 of Example 1 using 10.4 mg (0.26 mmol) of sodium hydride (60%), 53 mg (0.20 mmol) of 3-(2-methyl-pyridine-4-carbonyl)-1H-quinolin-4-one 3h, 3 mL of anhydrous dimethylformamide, and 49 mg (0.26 mmol) of 2-fluorobenzylbromide. The crude product 4ee was purified by flash chromatography to yield 21 mg of a colorless solid 4ee: LC-MSD, m/z for C23H17FN2O2, [M+H]+=373.5, [M+2H]+=374.5; Reverse phase HPLC (gradient acetonitrile 0.1% T... The reactants are BrC=1C=C(C=2C=NN(C2C1)C(C)C)C(=O)NCC=1C(NC(=CC1CC)C)=O (6-bromo-N-[(4-ethyl-6-methyl-2-oxo-1,2-dihydro-3-pyridinyl)methyl]-1-(1-methylethyl)-1H-indazole-4-carboxamide), [Na] (sodium), C1(CC1)S(=O)O (cyclopropanesulfinic acid). Product: C1(CC1)S(=O)(=O)C=1C=C(C=2C=NN(C2C1)C(C)C)C(=O)NCC=1C(NC(=CC1CC)C)=O (6-(cyclopropylsulfonyl)-N-((4-ethyl-6-methyl-2-oxo-1,2-dihydropyridin-3-yl)methyl)-1-isopropyl-1H-indazole-4-carboxamide). Reaction SMILES: Br[C:2]1[CH:3]=[C:4]([C:14]([NH:16][CH2:17][C:18]2[C:19](=[O:27])[NH:20][C:21]([CH3:26])=[CH:22][C:23]=2[CH2:24][CH3:25])=[O:15])[C:5]2[CH:6]=[N:7][N:8]([CH:11]([CH3:13])[CH3:12])[C:9]=2[CH:10]=1.[Na].[CH:29]1([S:32]([OH:34])=[O:33])[CH2:31][CH2:30]1>>[CH:29]1([S:32]([C:2]2[CH:3]=[C:4]([C:14]([NH:16][CH2:17][C:18]3[C:19](=[O:27])[NH:20][C:21]([CH3:26])=[CH:22][C:23]=3[CH2:24][CH3:25])=[O:15])[C:5]3[CH:6]=[N:7][N:8]([CH:11]([CH3:13])[CH3:12])[C:9]=3[CH:10]=2)(=[O:34])=[O:33])[CH2:31][CH2:30]1 |^1:27|. Procedure: The title compound was prepared from 6-bromo-N-[(4-ethyl-6-methyl-2-oxo-1,2-dihydro-3-pyridinyl)methyl]-1-(1-methylethyl)-1H-indazole-4-carboxamide (70 mg, 0.162 mmol) and the sodium salt of cyclopropanesulfinic acid (41.9 mg, 0.325 mmol) in the same manner as described for example 91. The product was collected an off-white solid (52 mg). 1H NMR (400 MHz, DMSO-d6) δ ppm 1.02-1.16 (m, 5H), 1.19-1.27 (m, 2H), 1.50 (d, J=6.57 Hz, 6H), 2.15 (s, 3H), 2.58 (m, 2H), 2.97 (m, 1H), 4.41 (d, J=4.80 Hz, 2H...